This data is from the Open Reaction Database (ORD), a public repository of structured organic reaction records. The task is: describe an organic reaction: reactants, conditions, products, and yield The reactants are C(C1=CC=CC=C1)OC1=C(C=C2C(C=C(OC2=C1)C(=O)OCC)=O)OC (ethyl 7-(benzyloxy)-6-methoxy-4-oxo-4H-chromen-2-carboxylate). The reagents and catalysts are [Pd] (palladium on carbon). Solvent: C(C)(=O)OCC (ethyl acetate), C(C)(=O)O (acetic acid). Conditions: time 4 day. The product is OC1=C(C=C2CCC(OC2=C1)C(=O)OCC)OC (ethyl 7-hydroxy-6-methoxy-2-chromancarboxylate). Isolated yield 94.0%. As a reaction SMILES: C([O:8][C:9]1[CH:18]=[C:17]2[C:12]([C:13](=O)[CH:14]=[C:15]([C:19]([O:21][CH2:22][CH3:23])=[O:20])[O:16]2)=[CH:11][C:10]=1[O:25][CH3:26])C1C=CC=CC=1>C(OCC)(=O)C.C(O)(=O)C.[Pd]>[OH:8][C:9]1[CH:18]=[C:17]2[C:12]([CH2:13][CH2:14][CH:15]([C:19]([O:21][CH2:22][CH3:23])=[O:20])[O:16]2)=[CH:11][C:10]=1[O:25][CH3:26]. Procedure details: A solution of 7.5 mmol of ethyl 7-(benzyloxy)-6-methoxy-4-oxo-4H-chromen-2-carboxylate in 60 ml of ethyl acetate and 30 ml of glacial acetic acid is hydrogenated in the presence of 1.2 g of 10% palladium on carbon at 3 bar and 50° C. After 4 days, the hydrogenation is terminated and the mixture is diluted with ethyl acetate. The mixture is filtered through kieselguhr and the filtrate is concentrated under reduced pressure. The residue is taken up in ethyl acetate and the organic phase is washed ... Starting materials: BrCCBr, O=C([O-])[O-], CCOC(=O)CC(C)=O, CN(C)C=O, [K+], [K+]. Yields the product CCOC(=O)C1(C(C)=O)CC1. As a reaction SMILES: [Br:10][CH2:11][CH2:12][Br:13].[C:14](=[O:15])([O-:16])[O-:17].[C:1]([CH2:2][C:3](=[O:4])[CH3:5])(=[O:6])[O:7][CH2:8][CH3:9].[CH3:20][N:21]([CH3:22])[CH:23]=[O:24].[K+:18].[K+:19]>>[C:1]([C:2]1([C:3](=[O:4])[CH3:5])[CH2:11][CH2:12]1)(=[O:6])[O:7][CH2:8][CH3:9]. Reactants: [N+](=O)([O-])C1=C(C=CC=C1)NN (2-nitrophenylhydrazine), C(=O)(OCC)N=C(OCC)C1CC1 (ethyl N-(carbethoxy)cyclopropanecarboximidate). The solvent is CO.C(Cl)Cl (MeOH CH2Cl2). The product is C1(CC1)C=1NC(N(N1)C1=C(C=CC=C1)[N+](=O)[O-])=O (5-Cyclopropyl-2,4-dihydro-2-(2-nitrophenyl)-3H-1,2,4-triazol-3-one). Yield: 69.0%. As a reaction SMILES: [N+:1]([C:4]1[CH:9]=[CH:8][CH:7]=[CH:6][C:5]=1[NH:10][NH2:11])([O-:3])=[O:2].[C:12]([N:17]=[C:18]([CH:22]1[CH2:24][CH2:23]1)OCC)(OCC)=[O:13]>CO.C(Cl)Cl>[CH:22]1([C:18]2[NH:17][C:12](=[O:13])[N:10]([C:5]3[CH:6]=[CH:7][CH:8]=[CH:9][C:4]=3[N+:1]([O-:3])=[O:2])[N:11]=2)[CH2:24][CH2:23]1 |f:2.3|. Procedure details: By the procedure of Example 4, Step C, 2-nitrophenylhydrazine was reacted with ethyl N-(carbethoxy)cyclopropanecarboximidate. After work-up, the residue was purified by flash chromatography on silica gel (150 mL for 2.0 mmole, eluted with 1.5% MeOH/CH2Cl2) to give the desired material as a yellow foam in 69% yield, homogeneous by TLC in 5% MeOH/CH2Cl2, mass spectrum (FAB) m/e 247 (M+1)+. Starting materials: ClC(=O)OC1CCCC1 (cyclopentyl chloroformate), NC1=CC=C2C=CN(C2=C1)CCCCCCC(=O)NS(=O)(=O)C1=CC=CC=C1 (N-(7-[6-aminoindol-1-yl]heptanoyl)benzenesulphonamide). Yields the product C1(CCCC1)OC(=O)NC1=CC=C2C=CN(C2=C1)CCCCCCC(=O)NS(=O)(=O)C1=CC=CC=C1 (N-(7-[6-(cyclopentyloxycarbonyl)aminoindol-1-yl]heptanoyl)benzenesulphonamide). Isolated yield 51.0%. RXN SMILES: Cl[C:2]([O:4][CH:5]1[CH2:9][CH2:8][CH2:7][CH2:6]1)=[O:3].[NH2:10][C:11]1[CH:19]=[C:18]2[C:14]([CH:15]=[CH:16][N:17]2[CH2:20][CH2:21][CH2:22][CH2:23][CH2:24][CH2:25][C:26]([NH:28][S:29]([C:32]2[CH:37]=[CH:36][CH:35]=[CH:34][CH:33]=2)(=[O:31])=[O:30])=[O:27])=[CH:13][CH:12]=1>>[CH:5]1([O:4][C:2]([NH:10][C:11]2[CH:19]=[C:18]3[C:14]([CH:15]=[CH:16][N:17]3[CH2:20][CH2:21][CH2:22][CH2:23][CH2:24][CH2:25][C:26]([NH:28][S:29]([C:32]3[CH:37]=[CH:36][CH:35]=[CH:34][CH:33]=3)(=[O:31])=[O:30])=[O:27])=[CH:13][CH:12]=2)=[O:3])[CH2:9][CH2:8][CH2:7][CH2:6]1. Reported procedure: Using a similar procedure to that described in Example 157, but using cyclopentyl chloroformate and N-(7-[6-aminoindol-1-yl]heptanoyl)benzenesulphonamide, N-(7-[6-(cyclopentyloxycarbonyl)aminoindol-1-yl]heptanoyl)benzenesulphonamide was obtained in 51% yield as a solid, m.p. 74°-76° C.; microanalysis, found, C,62.74; H,6.54; N,7.84%; C27H33N3O5S, 1/4H2O requies: C, 62.83; H,6.54; N,8.14%. Starting materials: CCS, Cc1cc(CCCl)ccc1OCCNc1ncnc(C)c1Cl, [Na], C1CCOC1, O. Yields the product CCSCCc1ccc(OCCNc2ncnc(C)c2Cl)c(C)c1. Reaction SMILES: [CH2:2]([CH3:3])[SH:4].[Cl:10][c:11]1[c:12]([NH:18][CH2:19][CH2:20][O:21][c:22]2[c:23]([CH3:31])[cH:24][c:25]([CH2:28][CH2:29][Cl:30])[cH:26][cH:27]2)[n:13][cH:14][n:15][c:16]1[CH3:17].[Na:1].[O:5]1[CH2:6][CH2:7][CH2:8][CH2:9]1.[OH2:32]>>[CH2:2]([CH3:3])[S:4][CH2:29][CH2:28][c:25]1[cH:24][c:23]([CH3:31])[c:22]([O:21][CH2:20][CH2:19][NH:18][c:12]2[c:11]([Cl:10])[c:16]([CH3:17])[n:15][cH:14][n:13]2)[cH:27][cH:26]1. Reactants: C1=CC=CC2=NC3=CC=CC=C3C(=C12)NC1=CC(=CC(=C1)C)N (N-acridin-9-yl-5-methylbenzene-1,3-diamine), Cl.Cl.ClCCN(C1=CC=C(C=C1)N)CCCl (N,N-bis(2-chloroethyl)benzene-1,4-diamine dihydrochloride), C (charcoal), O=C(OC(Cl)(Cl)Cl)Cl (diphosgene). Run in CN(C)C=O (DMF), N1=CC=CC=C1 (pyridine), O1CCOCC1 (dioxane). Reaction conditions: temperature 92.5 celsius, time 24 hour. Yields the product C1=CC=CC2=NC3=CC=CC=C3C(=C12)NC=1C=C(C=C(C1)C)NC(=O)NC1=CC=C(C=C1)N(CCCl)CCCl (1-[3-(acridin-9-ylamino)-5-methylphenyl]-3-{4-[bis(2-chloroethyl)amino]phenyl}urea). Reaction SMILES: Cl.Cl.[Cl:3][CH2:4][CH2:5][N:6]([CH2:14][CH2:15][Cl:16])[C:7]1[CH:12]=[CH:11][C:10]([NH2:13])=[CH:9][CH:8]=1.C.O=C(Cl)[O:20][C:21](Cl)(Cl)Cl.[CH:26]1[C:39]2[C:30](=[N:31][C:32]3[C:37]([C:38]=2[NH:40][C:41]2[CH:46]=[C:45]([CH3:47])[CH:44]=[C:43]([NH2:48])[CH:42]=2)=[CH:36][CH:35]=[CH:34][CH:33]=3)[CH:29]=[CH:28][CH:27]=1>O1CCOCC1.CN(C=O)C.N1C=CC=CC=1>[CH:36]1[C:37]2[C:32](=[N:31][C:30]3[C:39]([C:38]=2[NH:40][C:41]2[CH:42]=[C:43]([NH:48][C:21]([NH:13][C:10]4[CH:11]=[CH:12][C:7]([N:6]([CH2:14][CH2:15][Cl:16])[CH2:5][CH2:4][Cl:3])=[CH:8][CH:9]=4)=[O:20])[CH:44]=[C:45]([CH3:47])[CH:46]=2)=[CH:26][CH:27]=[CH:28][CH:29]=3)[CH:33]=[CH:34][CH:35]=1 |f:0.1.2|. Reported procedure: To a suspension of N,N-bis(2-chloroethyl)benzene-1,4-diamine hydrochloride (37) (0.918 g, 3.0 mmol) and charcoal (20 mg) in dry dioxane (30 mL) was added diphosgene (0.494 g, 2.5 mmol) and then heated at 90-95° C. for 5 h. The mixture was filtered through a pad of Celite and the filtrate containing crude N-mustard isocyanate 39 was added dropwise into the solution of N-acridin-9-yl-5-methylbenzene-1,3-diamine 33 (0.517 g, 1.7 mmol) in dry DMF (25 mL) containing pyridine (2 mL) at −10° C. The rea... Starting materials: O=C([O-])[O-], CCOC(=O)COc1ccc(SC(CC)CNS(=O)(=O)c2sc3ccc(Cl)cc3c2C)cc1C, CN(C)C=O, CCOCC, [Cs+], [Cs+], CCCI. Yields the product CCCN(CC(CC)Sc1ccc(OCC(=O)OCC)c(C)c1)S(=O)(=O)c1sc2ccc(Cl)cc2c1C. As a reaction SMILES: [C:39](=[O:40])([O-:41])[O-:42].[CH2:5]([CH3:6])[O:7][C:8]([CH2:9][O:10][c:11]1[c:12]([CH3:37])[cH:13][c:14]([S:17][CH:18]([CH2:19][CH3:20])[CH2:21][NH:22][S:23](=[O:24])(=[O:25])[c:26]2[c:27]([CH3:36])[c:28]3[c:29]([s:30]2)[cH:31][cH:32][c:33]([Cl:35])[cH:34]3)[cH:15][cH:16]1)=[O:38].[CH3:45][N:46]([CH3:47])[CH:48]=[O:49].[CH3:50][CH2:51][O:52][CH2:53][CH3:54].[Cs+:43].[Cs+:44].[I:1][CH2:2][CH2:3][CH3:4]>>[CH2:2]([CH2:3][CH3:4])[N:22]([CH2:21][CH:18]([S:17][c:14]1[cH:13][c:12]([CH3:37])[c:11]([O:10][CH2:9][C:8]([O:7][CH2:5][CH3:6])=[O:38])[cH:16][cH:15]1)[CH2:19][CH3:20])[S:23](=[O:24])(=[O:25])[c:26]1[c:27]([CH3:36])[c:28]2[c:29]([s:30]1)[cH:31][cH:32][c:33]([Cl:35])[cH:34]2. The reactants are [Br-], BrCCCC[P+](c1ccccc1)(c1ccccc1)c1ccccc1, CC(C)O, O=Cc1ccccc1, [Na]. Product: BrCCCC=Cc1ccccc1. Reaction SMILES: [Br-:10].[Br:11][CH2:12][CH2:13][CH2:14][CH2:15][P+:16]([c:17]1[cH:18][cH:19][cH:20][cH:21][cH:22]1)([c:23]1[cH:24][cH:25][cH:26][cH:27][cH:28]1)[c:29]1[cH:30][cH:31][cH:32][cH:33][cH:34]1.[CH3:35][CH:36]([OH:37])[CH3:38].[CH:2](=[O:3])[c:4]1[cH:5][cH:6][cH:7][cH:8][cH:9]1.[Na:1]>>[CH:2]([c:4]1[cH:5][cH:6][cH:7][cH:8][cH:9]1)=[CH:15][CH2:14][CH2:13][CH2:12][Br:11]. Reactants: C([O-])(O)=O.[Na+] (sodium bicarbonate), resultant mixture, C(C)(C)(C)OC(N(CCCC1=NC=CC=C1)CC1=CC(=CC=C1)CCO)=O ([3-(2-hydroxy-ethyl)-benzyl]-(3-pyridin-2-yl-propyl)-carbamic acid tert-butyl ester), CC(=O)OI1(C=2C=CC=CC2C(=O)O1)(OC(=O)C)OC(=O)C (Dess-Martin periodinane), S(=S)(=O)([O-])[O-].[Na+].[Na+] (sodium thiosulphate). Solvent: C(C)(=O)OCC (Ethyl acetate), ClCCl (dichloromethane). Run at time 90 minute. The product is C(C)(C)(C)OC(N(CCCC1=NC=CC=C1)CC1=CC(=CC=C1)CC=O)=O ([3-(2-Oxo-ethyl)-benzyl]-(3-pyridin-2-yl-propyl)-carbamic acid tert-butyl ester). Isolated yield 100.5%. RXN SMILES: [C:1]([O:5][C:6](=[O:27])[N:7]([CH2:17][C:18]1[CH:23]=[CH:22][CH:21]=[C:20]([CH2:24][CH2:25][OH:26])[CH:19]=1)[CH2:8][CH2:9][CH2:10][C:11]1[CH:16]=[CH:15][CH:14]=[CH:13][N:12]=1)([CH3:4])([CH3:3])[CH3:2].CC(OI1(OC(C)=O)(OC(C)=O)OC(=O)C2C=CC=CC1=2)=O.S([O-])([O-])(=O)=S.[Na+].[Na+].C(=O)(O)[O-].[Na+]>ClCCl.C(OCC)(=O)C>[C:1]([O:5][C:6](=[O:27])[N:7]([CH2:17][C:18]1[CH:23]=[CH:22][CH:21]=[C:20]([CH2:24][CH:25]=[O:26])[CH:19]=1)[CH2:8][CH2:9][CH2:10][C:11]1[CH:16]=[CH:15][CH:14]=[CH:13][N:12]=1)([CH3:2])([CH3:4])[CH3:3] |f:2.3.4,5.6|. Reported procedure: A solution of [3-(2-hydroxy-ethyl)-benzyl]-(3-pyridin-2-yl-propyl)-carbamic acid tert-butyl ester (90 mg) in anhydrous dichloromethane (8 mL) under nitrogen was treated with Dess-Martin periodinane (123 mg) and the mixture stirred for 90 minutes. Ethyl acetate (8 mL) was added followed by saturated aqueous sodium thiosulphate (8 mL) and saturated aqueous sodium bicarbonate (8 mL), the resultant mixture was stirred vigorously for 10 minutes before being extracted with ethyl acetate. The organic l...